Dataset: the Open Reaction Database (ORD), a public repository of structured organic reaction records. Task: describe an organic reaction: reactants, conditions, products, and yield The reactants are O=C([O-])[O-], CCO, Cc1ccccc1, CC(=O)NCC1CN(c2ccc(I)c(F)c2)C(=O)O1, [K+], [K+], O, OCc1ccc(B(O)O)cc1, c1ccc(P(c2ccccc2)(c2ccccc2)[Pd](P(c2ccccc2)(c2ccccc2)c2ccccc2)(P(c2ccccc2)(c2ccccc2)c2ccccc2)P(c2ccccc2)(c2ccccc2)c2ccccc2)cc1. The product is CC(=O)NCC1CN(c2ccc(-c3ccc(CO)cc3)c(F)c2)C(=O)O1. As a reaction SMILES: [C:31](=[O:32])([O-:33])[O-:34].[CH3:37][CH2:38][OH:39].[CH3:40][c:41]1[cH:42][cH:43][cH:44][cH:45][cH:46]1.[F:1][c:2]1[cH:3][c:4]([N:9]2[C:10](=[O:19])[O:11][CH:12]([CH2:14][NH:15][C:16]([CH3:17])=[O:18])[CH2:13]2)[cH:5][cH:6][c:7]1[I:8].[K+:35].[K+:36].[OH2:124].[OH:20][CH2:21][c:22]1[cH:23][cH:24][c:25]([B:28]([OH:29])[OH:30])[cH:26][cH:27]1.[cH:47]1[cH:48][cH:49][c:50]([P:51]([Pd:52]([P:53]([c:54]2[cH:55][cH:56][cH:57][cH:58][cH:59]2)([c:60]2[cH:61][cH:62][cH:63][cH:64][cH:65]2)[c:66]2[cH:67][cH:68][cH:69][cH:70][cH:71]2)([P:72]([c:73]2[cH:74][cH:75][cH:76][cH:77][cH:78]2)([c:79]2[cH:80][cH:81][cH:82][cH:83][cH:84]2)[c:85]2[cH:86][cH:87][cH:88][cH:89][cH:90]2)[P:91]([c:92]2[cH:93][cH:94][cH:95][cH:96][cH:97]2)([c:98]2[cH:99][cH:100][cH:101][cH:102][cH:103]2)[c:104]2[cH:105][cH:106][cH:107][cH:108][cH:109]2)([c:110]2[cH:111][cH:112][cH:113][cH:114][cH:115]2)[c:116]2[cH:117][cH:118][cH:119][cH:120][cH:121]2)[cH:122][cH:123]1>>[F:1][c:2]1[cH:3][c:4]([N:9]2[C:10](=[O:19])[O:11][CH:12]([CH2:14][NH:15][C:16]([CH3:17])=[O:18])[CH2:13]2)[cH:5][cH:6][c:7]1-[c:25]1[cH:24][cH:23][c:22]([CH2:21][OH:20])[cH:27][cH:26]1. Starting materials: O=C([O-])[O-], COS(=O)(=O)OC, CC(C)=O, O=c1[nH]c(-c2c(F)cccc2F)nn1-c1ccccc1C(F)(F)F, [K+], [K+]. Yields the product COc1nc(-c2c(F)cccc2F)nn1-c1ccccc1C(F)(F)F. Reaction SMILES: [C:32](=[O:33])([O-:34])[O-:35].[CH3:25][O:26][S:27]([O:28][CH3:29])(=[O:30])=[O:31].[CH3:38][C:39](=[O:40])[CH3:41].[F:1][c:2]1[c:3](-[c:9]2[nH:10][c:11](=[O:24])[n:12](-[c:14]3[c:15]([C:20]([F:21])([F:22])[F:23])[cH:16][cH:17][cH:18][cH:19]3)[n:13]2)[c:4]([F:8])[cH:5][cH:6][cH:7]1.[K+:36].[K+:37]>>[F:1][c:2]1[c:3](-[c:9]2[n:10][c:11]([O:24][CH3:25])[n:12](-[c:14]3[c:15]([C:20]([F:21])([F:22])[F:23])[cH:16][cH:17][cH:18][cH:19]3)[n:13]2)[c:4]([F:8])[cH:5][cH:6][cH:7]1. The reactants are ice water ethyl acetate, Cl.C(C1=CC=CC=C1)OC([C@H](CNC(=O)[C@H]1CNCCC1)NC(C)=O)=O (N-[(R)-3-piperidylcarbonyl]-2(S)-acetylamino-β-alanine benzyl ester hydrochloride), N1=CC=C(C=C1)C=CC(=O)O (3-(4-pyridyl)-2-propenoic acid), ON1N=NC2=C1C=CC=C2 (1-hydroxybenzotriazole), C(C)N=C=NCCCN(C)C (1-ethyl-3-(3-dimethylaminopropyl)carbodiimide). The solvent is CN(C=O)C (dimethylformamide). Reaction conditions: time 2 hour. Product: C(C1=CC=CC=C1)OC([C@H](CNC(=O)[C@H]1CN(CCC1)C(C=CC1=CC=NC=C1)=O)NC(C)=O)=O (N-[(R)-1-[3-(4-pyridyl)-2-propenoyl]-3-piperidylcarbonyl]-2(S)-acetylamino-β-alanine benzyl ester). The yield is 100.0%. RXN SMILES: Cl.[CH2:2]([O:9][C:10](=[O:26])[C@@H:11]([NH:22][C:23](=[O:25])[CH3:24])[CH2:12][NH:13][C:14]([C@@H:16]1[CH2:21][CH2:20][CH2:19][NH:18][CH2:17]1)=[O:15])[C:3]1[CH:8]=[CH:7][CH:6]=[CH:5][CH:4]=1.[N:27]1[CH:32]=[CH:31][C:30]([CH:33]=[CH:34][C:35](O)=[O:36])=[CH:29][CH:28]=1.ON1C2C=CC=CC=2N=N1.C(N=C=NCCCN(C)C)C>CN(C)C=O>[CH2:2]([O:9][C:10](=[O:26])[C@@H:11]([NH:22][C:23](=[O:25])[CH3:24])[CH2:12][NH:13][C:14]([C@@H:16]1[CH2:21][CH2:20][CH2:19][N:18]([C:35](=[O:36])[CH:34]=[CH:33][C:30]2[CH:31]=[CH:32][N:27]=[CH:28][CH:29]=2)[CH2:17]1)=[O:15])[C:3]1[CH:4]=[CH:5][CH:6]=[CH:7][CH:8]=1 |f:0.1|. Procedure details: To a solution of N-[(R)-3-piperidylcarbonyl]-2(S)-acetylamino-β-alanine benzyl ester hydrochloride (231 mg), 3-(4-pyridyl)-2-propenoic acid (82 mg) and 1-hydroxybenzotriazole (81 mg) in dimethylformamide (2 ml) was added 1-ethyl-3-(3-dimethylaminopropyl)carbodiimide (0.11 ml) at 0° C. The mixture was stirred for 2 hours at room temperature, then poured into ice water-ethyl acetate. The separated organic layer was washed with water, aqueous saturated NaHCO3, brine, dried over Na2SO4, and evaporat... Reactants: FC1=C(C=CC(=C1F)F)Br (2,3,4-trifluorobromobenzene), [Li+].CC(C)[N-]C(C)C (LDA), [Li]CCCC (nBuLi), C(=O)=O (dry ice). Conditions: time 1.25 hour. The product is BrC=1C(=C(C(=C(C(=O)O)C1)F)F)F (5-bromo-2,3,4-trifluorobenzoic acid). RXN SMILES: [F:1][C:2]1[C:7]([F:8])=[C:6]([F:9])[CH:5]=[CH:4][C:3]=1[Br:10].[Li+].CC([N-]C(C)C)C.[Li]CCCC.[C:24](=[O:26])=[O:25]>>[Br:10][C:3]1[C:2]([F:1])=[C:7]([F:8])[C:6]([F:9])=[C:5]([CH:4]=1)[C:24]([OH:26])=[O:25] |f:1.2|. Reported procedure: To a solution of 2,3,4-trifluorobromobenzene in appropriate solvent is added strong base (such as LDA, nBuLi, LiHDMS) under nitrogen atmosphere. The reaction is generally carried out at low temperature (−50-−80° C., prefer −78° C.). The reaction is kept stirring for some time (0.5-12 h, preferably select 0.5-2 h) and is added dry ice. The resulting mixture is kept stirring for some time (3-12 h, prefer 5-10 h) and 5-bromo-2,3,4-trifluorobenzoic acid is obtained after conventional workup.